This data is from the Open Reaction Database (ORD), a public repository of structured organic reaction records. The task is: describe an organic reaction: reactants, conditions, products, and yield Reactants: ClC1=NC=2C=3N(CCC2C=C1)C=1C=CC=C(C1C3)F (2-chloro-11-fluoro-5,6-dihydroindolo[1,2-h][1,7]naphthyridine), FC1=CC=C(C=C1)C=1OC2=C(C1C(=O)NC)C=C(C(=C2)N(S(=O)(=O)C)C)B2OC(C(O2)(C)C)(C)C (2-(4-fluorophenyl)-N-methyl-6-(N-methylmethylsulfonamido)-5-(4,4,5,5-tetramethyl-1,3,2-dioxaborolan-2-yl)benzofuran-3-carboxamide), CS2CO3. The reagents and catalysts are [Pd](Cl)Cl.C(C)(C)(C)P([C-]1C=CC=C1)C(C)(C)C.[C-]1(C=CC=C1)P(C(C)(C)C)C(C)(C)C.[Fe+2] (1,1′-bis(di-tert-butylphosphino)ferrocene palladium chloride). Run in O1CCOCC1 (1,4-dioxane), O (water). Conditions: temperature 90 celsius, time 4 hour. Product: FC=1C=2C=C3N(CCC=4C=CC(=NC34)C=3C(=CC4=C(C(=C(O4)C4=CC=C(C=C4)F)C(=O)NC)C3)N(S(=O)(=O)C)C)C2C=CC1 (5-(11-fluoro-5,6-dihydroindolo[1,2-h][1,7]naphthyridin-2-yl)-2-(4-fluorophenyl)-N-methyl-6-(N-methylmethylsulfonamido)benzofuran-3-carboxamide). The yield is 81.6%. Reaction SMILES: Cl[C:2]1[CH:11]=[CH:10][C:9]2[CH2:8][CH2:7][N:6]3[C:12]4[CH:13]=[CH:14][CH:15]=[C:16]([F:19])[C:17]=4[CH:18]=[C:5]3[C:4]=2[N:3]=1.[F:20][C:21]1[CH:26]=[CH:25][C:24]([C:27]2[O:28][C:29]3[CH:39]=[C:38]([N:40]([CH3:45])[S:41]([CH3:44])(=[O:43])=[O:42])[C:37](B4OC(C)(C)C(C)(C)O4)=[CH:36][C:30]=3[C:31]=2[C:32]([NH:34][CH3:35])=[O:33])=[CH:23][CH:22]=1>O1CCOCC1.O.[Pd](Cl)Cl.C(P(C(C)(C)C)[C-]1C=CC=C1)(C)(C)C.[C-]1(P(C(C)(C)C)C(C)(C)C)C=CC=C1.[Fe+2]>[F:19][C:16]1[C:17]2[CH:18]=[C:5]3[C:4]4[N:3]=[C:2]([C:37]5[C:38]([N:40]([CH3:45])[S:41]([CH3:44])(=[O:43])=[O:42])=[CH:39][C:29]6[O:28][C:27]([C:24]7[CH:25]=[CH:26][C:21]([F:20])=[CH:22][CH:23]=7)=[C:31]([C:32]([NH:34][CH3:35])=[O:33])[C:30]=6[CH:36]=5)[CH:11]=[CH:10][C:9]=4[CH2:8][CH2:7][N:6]3[C:12]=2[CH:13]=[CH:14][CH:15]=1 |f:4.5.6.7|. Procedure: To a degassed solution of 2-chloro-11-fluoro-5,6-dihydroindolo[1,2-h][1,7]naphthyridine (50 mg, 0.18 mmol) and 2-(4-fluorophenyl)-N-methyl-6-(N-methylmethylsulfonamido)-5-(4,4,5,5-tetramethyl-1,3,2-dioxaborolan-2-yl)benzofuran-3-carboxamide (120 mg, 0.24 mmol) in 1,4-dioxane (8 mL) and water (200 μl) was added CS2CO3 (119 mg, 0.37 mmol) and 1,1′-bis(di-tert-butylphosphino)ferrocene palladium chloride (20 mg, 0.03 mmol) under N2 protection. The resulting mixture was heated to 90° C. and stirred f... Isolated yield 67.5%. Yields the product C(C1=CC=CC=C1)OC1=CC=C(C=C1)[C@@H](CN[C@@H]1CC2=CC(=CC=C2CC1)O)O ((1S)-1-(4-benzyloxy-phenyl)-2-[((2S)-7-hydroxy-1,2,3,4-tetrahydronaphthalen-2-yl)amino]ethanol). Reactants: N(CCO)(CCO)CCO (triethanolamine), C(C1=CC=CC=C1)OC1=CC=C(C=C1)[C@@H](C(=O)N[C@@H]1CC2=CC(=CC=C2CC1)O)O ((2S)-2-(4-Benzyloxyphenyl)-2-hydroxy-N-((2S)-7-hydroxy-1,2,3,4-tetrahydronaphthalen-2-yl)acetamide), O (water). Procedure: (2S)-2-(4-Benzyloxyphenyl)-2-hydroxy-N-((2S)-7-hydroxy-1,2,3,4-tetrahydronaphthalen-2-yl)acetamide (2.50 g) was dissolved in tetrahydrofuran (31 ml), and borane-dimethyl-sulfide complex (1.76 ml) was added to the solution. After the mixture was heated under reflux for 4 hours, a solution of triethanolamine (4.62 g) in tetrahydrofuran (4.6 ml) was added to the reaction mixture and the mixture was heated under reflux for 11 hours. After cooling, water was poured into the reaction mixture and the r... RXN SMILES: [CH2:1]([O:8][C:9]1[CH:14]=[CH:13][C:12]([C@H:15]([OH:30])[C:16]([NH:18][C@H:19]2[CH2:28][CH2:27][C:26]3[C:21](=[CH:22][C:23]([OH:29])=[CH:24][CH:25]=3)[CH2:20]2)=O)=[CH:11][CH:10]=1)[C:2]1[CH:7]=[CH:6][CH:5]=[CH:4][CH:3]=1.N(CCO)(CCO)CCO.O>O1CCCC1>[CH2:1]([O:8][C:9]1[CH:10]=[CH:11][C:12]([C@H:15]([OH:30])[CH2:16][NH:18][C@H:19]2[CH2:28][CH2:27][C:26]3[C:21](=[CH:22][C:23]([OH:29])=[CH:24][CH:25]=3)[CH2:20]2)=[CH:13][CH:14]=1)[C:2]1[CH:7]=[CH:6][CH:5]=[CH:4][CH:3]=1. The solvent is O1CCCC1 (tetrahydrofuran), O1CCCC1 (tetrahydrofuran). Starting materials: FC1=CC=CC(=N1)C1=C2C(=NC=C1)N(C(=C2)I)S(=O)(=O)C2=CC=CC=C2 (4-(6-fluoropyridin-2-yl)-2-iodo-1-(phenylsulfonyl)-1H-pyrrolo[2,3-b]pyridine), CC1(OB(OC1(C)C)C1=CCN(CC1)C(=O)OC(C)(C)C)C (tert-butyl 4-(4,4,5,5-tetramethyl-1,3,2-dioxaborolan-2-yl)-5,6-dihydropyridine-1(2H)-carboxylate), C([O-])(O)=O.[Na+] (sodium bicarbonate), O (water). The reagents and catalysts are C=1C=CC(=CC1)[P](C=2C=CC=CC2)(C=3C=CC=CC3)[Pd]([P](C=4C=CC=CC4)(C=5C=CC=CC5)C=6C=CC=CC6)([P](C=7C=CC=CC7)(C=8C=CC=CC8)C=9C=CC=CC9)[P](C=1C=CC=CC1)(C=1C=CC=CC1)C=1C=CC=CC1 (Pd(Ph3P)4). Run in CN(C=O)C (dimethylformamide). Yields the product FC1=CC=CC(=N1)C1=C2C(=NC=C1)N(C(=C2)C2=CCN(CC2)C(=O)OC(C)(C)C)S(=O)(=O)C2=CC=CC=C2 (tert-butyl 4-(4-(6-fluoropyridin-2-yl)-1-(phenylsulfonyl)-1H-pyrrolo[2,3-b]pyridin-2-yl)-5,6-dihydropyridine-1(2H)-carboxylate). Reaction SMILES: [F:1][C:2]1[N:7]=[C:6]([C:8]2[CH:13]=[CH:12][N:11]=[C:10]3[N:14]([S:18]([C:21]4[CH:26]=[CH:25][CH:24]=[CH:23][CH:22]=4)(=[O:20])=[O:19])[C:15](I)=[CH:16][C:9]=23)[CH:5]=[CH:4][CH:3]=1.CC1(C)C(C)(C)OB([C:35]2[CH2:40][CH2:39][N:38]([C:41]([O:43][C:44]([CH3:47])([CH3:46])[CH3:45])=[O:42])[CH2:37][CH:36]=2)O1.C(=O)(O)[O-].[Na+].O>CN(C)C=O.C1C=CC([P]([Pd]([P](C2C=CC=CC=2)(C2C=CC=CC=2)C2C=CC=CC=2)([P](C2C=CC=CC=2)(C2C=CC=CC=2)C2C=CC=CC=2)[P](C2C=CC=CC=2)(C2C=CC=CC=2)C2C=CC=CC=2)(C2C=CC=CC=2)C2C=CC=CC=2)=CC=1>[F:1][C:2]1[N:7]=[C:6]([C:8]2[CH:13]=[CH:12][N:11]=[C:10]3[N:14]([S:18]([C:21]4[CH:26]=[CH:25][CH:24]=[CH:23][CH:22]=4)(=[O:20])=[O:19])[C:15]([C:35]4[CH2:40][CH2:39][N:38]([C:41]([O:43][C:44]([CH3:47])([CH3:46])[CH3:45])=[O:42])[CH2:37][CH:36]=4)=[CH:16][C:9]=23)[CH:5]=[CH:4][CH:3]=1 |f:2.3,^1:63,65,84,103|. Reported procedure: A mixture of Example 309C (4 g, 7.09 mmol), tert-butyl 4-(4,4,5,5-tetramethyl-1,3,2-dioxaborolan-2-yl)-5,6-dihydropyridine-1(2H)-carboxylate (2.63 g, 8.51 mmol), Pd(Ph3P)4 (0.410 g, 0.355 mmol), and an aqueous solution (15 mL) of sodium bicarbonate (1.788 g, 21.28 mmol) in dimethylformamide (50 mL) was stirred at 80° C. overnight. The reaction mixture was cooled, treated with water, and extracted with ethyl acetate (three times). The combined organic phases were washed with brine, dried over anh...